Task: describe an organic reaction: reactants, conditions, products, and yield. Dataset: the Open Reaction Database (ORD), a public repository of structured organic reaction records Reactants: C=CCBr, Cl, [K+], O=c1[nH][nH]c2ccc([N+](=O)[O-])cc12, [Na+], [OH-], [OH-], O. Yields the product C=CCn1[nH]c(=O)c2cc([N+](=O)[O-])ccc21. Reaction SMILES: [CH2:14]([CH:15]=[CH2:16])[Br:17].[ClH:20].[K+:23].[N+:1](=[O:2])([O-:3])[c:4]1[cH:5][c:6]2[c:7](=[O:13])[nH:8][nH:9][c:10]2[cH:11][cH:12]1.[Na+:19].[OH-:18].[OH-:22].[OH2:21]>>[N+:1](=[O:2])([O-:3])[c:4]1[cH:5][c:6]2[c:7](=[O:13])[nH:8][n:9]([CH2:16][CH:15]=[CH2:14])[c:10]2[cH:11][cH:12]1.